Dataset: the Open Reaction Database (ORD), a public repository of structured organic reaction records. Task: describe an organic reaction: reactants, conditions, products, and yield Reactants: O=S1(N(CCC1)C1=CC(=C(C(=O)O)C=C1)F)=O (4-(1,1-dioxo-1λ6-isothiazolidin-2-yl)-2-fluorobenzoic acid), Cl.C1(CC1)C=1C(=NC=C(C1)C1CC1)N1CCNCC1 (1-(3,5-dicyclopropylpyridin-2-yl)piperazine hydrochloride). The product is C1(CC1)C=1C(=NC=C(C1)C1CC1)N1CCN(CC1)C(=O)C1=C(C=C(C=C1)N1S(CCC1)(=O)=O)F ([4-(3,5-dicyclopropylpyridin-2-yl)piperazin-1-yl][4-(1,1-dioxo-1λ6-isothiazolidin-2-yl)-2-fluorophenyl]methanone). Isolated yield 66.7%. As a reaction SMILES: [O:1]=[S:2]1(=[O:17])[CH2:6][CH2:5][CH2:4][N:3]1[C:7]1[CH:15]=[CH:14][C:10]([C:11]([OH:13])=O)=[C:9]([F:16])[CH:8]=1.Cl.[CH:19]1([C:22]2[C:23]([N:31]3[CH2:36][CH2:35][NH:34][CH2:33][CH2:32]3)=[N:24][CH:25]=[C:26]([CH:28]3[CH2:30][CH2:29]3)[CH:27]=2)[CH2:21][CH2:20]1>>[CH:19]1([C:22]2[C:23]([N:31]3[CH2:32][CH2:33][N:34]([C:11]([C:10]4[CH:14]=[CH:15][C:7]([N:3]5[CH2:4][CH2:5][CH2:6][S:2]5(=[O:1])=[O:17])=[CH:8][C:9]=4[F:16])=[O:13])[CH2:35][CH2:36]3)=[N:24][CH:25]=[C:26]([CH:28]3[CH2:30][CH2:29]3)[CH:27]=2)[CH2:20][CH2:21]1 |f:1.2|. Procedure: Using 4-(1,1-dioxo-1λ6-isothiazolidin-2-yl)-2-fluorobenzoic acid (259 mg) described in Preparation Example 23 and 1-(3,5-dicyclopropylpyridin-2-yl)piperazine hydrochloride (280 mg) described in Preparation Example 87 and to by the reaction and treatment in the same manner as in Example 86, the title compound (323 mg) was obtained. The reactants are CO, COc1cc(OC2CCCCO2)cc(C)c1C=O. Yields the product COc1cc(O)cc(C)c1C=O. As a reaction SMILES: [CH3:19][OH:20].[CH3:1][O:2][c:3]1[c:4]([CH:5]=[O:6])[c:7]([CH3:18])[cH:8][c:9]([O:11][CH:12]2[CH2:13][CH2:14][CH2:15][CH2:16][O:17]2)[cH:10]1>>[CH3:1][O:2][c:3]1[c:4]([CH:5]=[O:6])[c:7]([CH3:18])[cH:8][c:9]([OH:11])[cH:10]1. The reactants are CCOC(OCC)C(C)N(Cc1cccc2cccnc12)C(=O)C(Cc1ccc(OC(C)(C)C)cc1)NC(=O)OCC1c2ccccc2-c2ccccc21, C1CCNCC1. Product: CCOC(OCC)C(C)N(Cc1cccc2cccnc12)C(=O)C(N)Cc1ccc(OC(C)(C)C)cc1. RXN SMILES: [C:1]([CH3:2])([CH3:3])([CH3:4])[O:5][c:6]1[cH:7][cH:8][c:9]([CH2:12][CH:13]([C:14](=[O:15])[N:16]([CH2:17][c:18]2[cH:19][cH:20][cH:21][c:22]3[cH:23][cH:24][cH:25][n:26][c:27]23)[CH:28]([CH:29]([O:30][CH2:31][CH3:32])[O:33][CH2:34][CH3:35])[CH3:36])[NH:37][C:38](=[O:39])[O:40][CH2:41][CH:42]2[c:43]3[cH:44][cH:45][cH:46][cH:47][c:48]3-[c:49]3[c:50]2[cH:51][cH:52][cH:53][cH:54]3)[cH:10][cH:11]1.[CH2:55]1[CH2:56][CH2:57][NH:58][CH2:59][CH2:60]1>>[C:1]([CH3:2])([CH3:3])([CH3:4])[O:5][c:6]1[cH:7][cH:8][c:9]([CH2:12][CH:13]([C:14](=[O:15])[N:16]([CH2:17][c:18]2[cH:19][cH:20][cH:21][c:22]3[cH:23][cH:24][cH:25][n:26][c:27]23)[CH:28]([CH:29]([O:30][CH2:31][CH3:32])[O:33][CH2:34][CH3:35])[CH3:36])[NH2:37])[cH:10][cH:11]1. Reactants: NCCCC=1N(C=CN1)C(C1=CC=CC=C1)(C1=CC=CC=C1)C1=CC=CC=C1 (2-(3-aminopropyl)-1-tritylimidazole), C1=2C(=O)OC(NC1=CC=CC2)=O (isatoic anhydride). The solvent is C(C)O (ethanol). Conditions: temperature 0 celsius. The product is NC1=C(C(=O)NCCCC=2N(C=CN2)C(C2=CC=CC=C2)(C2=CC=CC=C2)C2=CC=CC=C2)C=CC=C1 (2-Amino-N-[3-(1-trityl-1H-imidazol-2-yl)-propyl]benzamide), desired subtitled intermediate. As a reaction SMILES: [NH2:1][CH2:2][CH2:3][CH2:4][C:5]1[N:6]([C:10]([C:23]2[CH:28]=[CH:27][CH:26]=[CH:25][CH:24]=2)([C:17]2[CH:22]=[CH:21][CH:20]=[CH:19][CH:18]=2)[C:11]2[CH:16]=[CH:15][CH:14]=[CH:13][CH:12]=2)[CH:7]=[CH:8][N:9]=1.[C:29]12[C:35](=[CH:36][CH:37]=[CH:38][CH:39]=1)[NH:34]C(=O)O[C:30]2=[O:31]>C(O)C>[NH2:34][C:35]1[CH:36]=[CH:37][CH:38]=[CH:39][C:29]=1[C:30]([NH:1][CH2:2][CH2:3][CH2:4][C:5]1[N:6]([C:10]([C:23]2[CH:28]=[CH:27][CH:26]=[CH:25][CH:24]=2)([C:17]2[CH:18]=[CH:19][CH:20]=[CH:21][CH:22]=2)[C:11]2[CH:16]=[CH:15][CH:14]=[CH:13][CH:12]=2)[CH:7]=[CH:8][N:9]=1)=[O:31]. Reported procedure: The subtitled compound was prepared substantially in accordance with the method detailed in Example 39A using 16.5 g (0.0449 mol) of 2-(3-aminopropyl)-1-tritylimidazole and 7.5 g (O.046 mol) of isatoic anhydride, with the exception that after reducing the organic layer to dryness under reduced pressure to provide a solid the solid was filtered through silica gel using 3000 ml of methylene chloride followed by 4000 ml of a 2% methanol in methylene chloride solution. The resulting filtrate was red... Starting materials: Intermediate 44, FC(C(=O)O)(F)F.C1(CCCCC1)OC=1NC(=C2N=C(N=C2N1)OC)N (2-(cyclohexyloxy)-8-(methyloxy)-1H-purin-6-amine trifluoroacetate), BrCCCCCl (1-bromo-4-chlorobutane). The product is ClCCCCN1C2=NC(=NC(=C2N=C1OC)N)OC1CCCCC1 (9-(4-Chlorobutyl)-2-(cyclohexyloxy)-8-(methyloxy)-9H-purin-6-amine). RXN SMILES: FC(F)(F)C(O)=O.[CH:8]1([O:14][C:15]2[NH:16][C:17]([NH2:26])=[C:18]3[C:22]([N:23]=2)=[N:21][C:20]([O:24][CH3:25])=[N:19]3)[CH2:13][CH2:12][CH2:11][CH2:10][CH2:9]1.Br[CH2:28][CH2:29][CH2:30][CH2:31][Cl:32]>>[Cl:32][CH2:31][CH2:30][CH2:29][CH2:28][N:21]1[C:20]([O:24][CH3:25])=[N:19][C:18]2[C:22]1=[N:23][C:15]([O:14][CH:8]1[CH2:9][CH2:10][CH2:11][CH2:12][CH2:13]1)=[N:16][C:17]=2[NH2:26] |f:0.1|. Reported procedure: Prepared similarly to Intermediate 44 from 2-(cyclohexyloxy)-8-(methyloxy)-1H-purin-6-amine trifluoroacetate and 1-bromo-4-chlorobutane. Starting materials: [H-].[Al+3].[Li+].[H-].[H-].[H-] (lithium aluminum hydride), COC=1C=C2C=CC=C(C2=CC1)N1CCN(CC1)CC#N ([4-(6-Methoxy-1-naphthyl)piperazino]acetonitrile), [Cl-].[NH4+] (ammonium chloride), O (water). Solvent: O1CCCC1 (tetrahydrofuran), O1CCCC1 (tetrahydrofuran). The product is COC=1C=C2C=CC=C(C2=CC1)N1CCN(CC1)CCN (1-(6-Methoxy-1-naphthyl)-4-(2-aminoethyl)-piperazine). As a reaction SMILES: [CH3:1][O:2][C:3]1[CH:4]=[C:5]2[C:10](=[CH:11][CH:12]=1)[C:9]([N:13]1[CH2:18][CH2:17][N:16]([CH2:19][C:20]#[N:21])[CH2:15][CH2:14]1)=[CH:8][CH:7]=[CH:6]2.[H-].[Al+3].[Li+].[H-].[H-].[H-].O.[Cl-].[NH4+]>O1CCCC1>[CH3:1][O:2][C:3]1[CH:4]=[C:5]2[C:10](=[CH:11][CH:12]=1)[C:9]([N:13]1[CH2:18][CH2:17][N:16]([CH2:19][CH2:20][NH2:21])[CH2:15][CH2:14]1)=[CH:8][CH:7]=[CH:6]2 |f:1.2.3.4.5.6,8.9|. Procedure details: A solution containing 4.2 g of the compound obtained in Stage C, in 25 ml of tetrahydrofuran is added dropwise at room temperature to a suspension, stirred under a nitrogen atmosphere, of 1.1 g of lithium aluminum hydride in 25 ml of tetrahydrofuran. Stirring is maintained for 20 minutes after the addition is complete, and the reaction medium is then hydrolyzed with the requisite quantity of water saturated with ammonium chloride. The precipitate formed is filtered off and washed with tetrahydro... Starting materials: C(C(=O)Cl)(=O)Cl (oxalyl chloride), C1(CCCCC1)CC=CC[C@H](C(=O)O)C(C)C (6-cyclohexyl-2(S)-isopropyl-4-hexenoic acid), CNC (dimethylamine), N1=CC=CC=C1 (pyridine). Run in C1(=CC=CC=C1)C (toluene), CN(C)C=O (DMF), C(Cl)Cl (CH2Cl2), CCOCC (ether). Reaction conditions: time 30 minute. Product: CN(C([C@@H](CC=CCC1CCCCC1)C(C)C)=O)C (6-cyclohexyl-2(S)-isopropyl-4-hexenoic acid dimethylamide). RXN SMILES: C(Cl)(=O)C(Cl)=O.[CH:7]1([CH2:13][CH:14]=[CH:15][CH2:16][C@@H:17]([CH:21]([CH3:23])[CH3:22])[C:18](O)=[O:19])[CH2:12][CH2:11][CH2:10][CH2:9][CH2:8]1.[CH3:24][NH:25][CH3:26].N1C=CC=CC=1>C(Cl)Cl.CCOCC.CN(C=O)C.C1(C)C=CC=CC=1>[CH3:24][N:25]([CH3:26])[C:18](=[O:19])[C@H:17]([CH:21]([CH3:23])[CH3:22])[CH2:16][CH:15]=[CH:14][CH2:13][CH:7]1[CH2:12][CH2:11][CH2:10][CH2:9][CH2:8]1. Procedure: 42.6 ml (0.49 mol) of oxalyl chloride are metered into a solution of 58.1 g (0.244 mol) of 6-cyclohexyl-2(S)-isopropyl-4-hexenoic acid in 270 ml of abs. toluene and 0.5 ml of DMF. When the addition is complete, the reaction mixture is boiled under reflux for 90 minutes, then concentrated in a rotary evaporator. The residue is dissolved in 270 ml of dry CH2Cl2 and added dropwise, at 0° , to a solution of 17.2 g (0.38 mol) of dimethylamine and 61.4 ml (0.76 mol) of pyridine in 270 ml of CH2Cl2. Af... The reactants are O=C([O-])[O-], CN(C)C=O, COc1cc(N2CCN(C(=O)CCl)C(C)C2)ccc1Cl, Cc1[nH]nc(-c2cccnc2)c1Cl, [K+], [K+]. The product is COc1cc(N2CCN(C(=O)Cn3nc(-c4cccnc4)c(Cl)c3C)C(C)C2)ccc1Cl. As a reaction SMILES: [C:34](=[O:35])([O-:36])[O-:37].[CH3:40][N:41]([CH3:42])[CH:43]=[O:44].[Cl:14][CH2:15][C:16](=[O:17])[N:18]1[CH:19]([CH3:33])[CH2:20][N:21]([c:24]2[cH:25][c:26]([O:31][CH3:32])[c:27]([Cl:30])[cH:28][cH:29]2)[CH2:22][CH2:23]1.[Cl:1][c:2]1[c:3](-[c:8]2[cH:9][n:10][cH:11][cH:12][cH:13]2)[n:4][nH:5][c:6]1[CH3:7].[K+:38].[K+:39]>>[Cl:1][c:2]1[c:3](-[c:8]2[cH:9][n:10][cH:11][cH:12][cH:13]2)[n:4][n:5]([CH2:15][C:16](=[O:17])[N:18]2[CH:19]([CH3:33])[CH2:20][N:21]([c:24]3[cH:25][c:26]([O:31][CH3:32])[c:27]([Cl:30])[cH:28][cH:29]3)[CH2:22][CH2:23]2)[c:6]1[CH3:7]. The reactants are OC=1C=C(C=O)C=CC1O (3,4-dihydroxybenzaldehyde), Cl (hydrochloric acid), C([O-])([O-])=O.[K+].[K+] (potassium carbonate), C(C(C)C)I (isobutyl iodide). Solvent: O (water), C(C)(=O)OCC (ethyl acetate), CN(C=O)C (N,N-dimethylformamide). Conditions: temperature 80 celsius, time 2 hour. Product: OC=1C=C(C=O)C=CC1OCC(C)C (3-hydroxy-4-isobutoxybenzaldehyde). Reaction SMILES: [OH:1][C:2]1[CH:3]=[C:4]([CH:7]=[CH:8][C:9]=1[OH:10])[CH:5]=[O:6].C(=O)([O-])[O-].[K+].[K+].[CH2:17](I)[CH:18]([CH3:20])[CH3:19].Cl>CN(C)C=O.O.C(OCC)(=O)C>[OH:1][C:2]1[CH:3]=[C:4]([CH:7]=[CH:8][C:9]=1[O:10][CH2:17][CH:18]([CH3:20])[CH3:19])[CH:5]=[O:6] |f:1.2.3|. Reported procedure: In 50 ml of N,N-dimethylformamide are suspended 5.0 g of 3,4-dihydroxybenzaldehyde, 10.0 g of potassium carbonate and 8.3 ml of isobutyl iodide. The suspension is stirred at 80° C. for 2 hours. The reaction mixture is added to a mixture of ethyl acetate and water, pH is adjusted to 2 with 6 mol/L hydrochloric acid, and the organic layer is separated. The organic layer thus obtained is washed with water and saturated aqueous solution of sodium chloride successively and dried over anhydrous magnes...